Dataset: the Open Reaction Database (ORD), a public repository of structured organic reaction records. Task: describe an organic reaction: reactants, conditions, products, and yield Starting materials: CC(=O)O, CO, CCC=O, Cl, NCCc1c[nH]c2ccc(O)cc12. The product is Oc1ccc2[nH]c3c(c2c1)CCNC3. RXN SMILES: [CH3:1][C:2](=[O:3])[OH:4].[CH3:23][OH:24].[CH:19](=[O:20])[CH2:21][CH3:22].[ClH:5].[NH2:6][CH2:7][CH2:8][c:9]1[cH:10][nH:11][c:12]2[cH:13][cH:14][c:15]([OH:18])[cH:16][c:17]12>>[CH2:1]1[NH:6][CH2:7][CH2:8][c:9]2[c:10]1[nH:11][c:12]1[cH:13][cH:14][c:15]([OH:18])[cH:16][c:17]21. Reactants: C=CC(=O)OCC, c1ccncc1, c1c[nH]nn1. Yields the product CCOC(=O)C(C)n1ccnn1. Reaction SMILES: [C:6]([CH:7]=[CH2:8])(=[O:9])[O:10][CH2:11][CH3:12].[cH:13]1[cH:14][cH:15][n:16][cH:17][cH:18]1.[nH:1]1[n:2][n:3][cH:4][cH:5]1>>[n:1]1([CH:7]([C:6](=[O:9])[O:10][CH2:11][CH3:12])[CH3:8])[n:2][n:3][cH:4][cH:5]1. Conditions: time 18 hour. Reactants: C([O-])([O-])=O.[NH4+].[NH4+] (Ammonium carbonate), ON1N=NC2=C1C=CC=C2 (1-Hydroxybenzotriazole), CCN=C=NCCCN(C)C (EDCI), C(C)(C)N(C(C)C)CC (N,N-diisopropylethylamine), C(C)(C)(C)OC(=O)N1CCC(CC1)C1=CC=C(C=C1)NC1=NC=C(C(=N1)CCC1=C(C=CC=C1)CC(=O)[O-])C(F)(F)F.[Li+] (lithium 2-(2-(2-(2-((4-(1-(tert-butoxycarbonyl)piperidin-4-yl)phenyl)amino)-5-(trifluoromethyl)pyrimidin-4-yl)ethyl)phenyl)acetate). Product: NC(CC1=C(CCC2=NC(=NC=C2C(F)(F)F)NC2=CC=C(C=C2)C2CCN(CC2)C(=O)OC(C)(C)C)C=CC=C1)=O (tert-Butyl 4-(4-((4-(2-(2-amino-2-oxoethyl)phenethyl)-5-(trifluoromethyl)pyrimidin-2-yl)amino)phenyl)piperidine-1-carboxylate). Procedure: 1-Hydroxybenzotriazole (32.8 mg, 0.243 mmol), EDCI (46.6 mg, 0.243 mmol) and N,N-diisopropylethylamine (84.6 μL, 0.486 mmol) were added to a solution of lithium 2-(2-(2-(2-((4-(1-(tert-butoxycarbonyl)piperidin-4-yl)phenyl)amino)-5-(trifluoromethyl)pyrimidin-4-yl)ethyl)phenyl)acetate (I48) (0.130 g, 0.221 mmol) in dry THF (6 mL) and dry DMF (1 mL) under an atmosphere of nitrogen. Ammonium carbonate (84.8 mg, 0.883 mmol) was added in one portion to the stirred reaction mixture after 10 minutes. Th... Reaction SMILES: O[N:2]1C2C=CC=CC=2N=N1.CCN=C=NCCCN(C)C.C(N(CC)C(C)C)(C)C.[C:31]([O:35][C:36]([N:38]1[CH2:43][CH2:42][CH:41]([C:44]2[CH:49]=[CH:48][C:47]([NH:50][C:51]3[N:56]=[C:55]([CH2:57][CH2:58][C:59]4[CH:64]=[CH:63][CH:62]=[CH:61][C:60]=4[CH2:65][C:66]([O-:68])=O)[C:54]([C:69]([F:72])([F:71])[F:70])=[CH:53][N:52]=3)=[CH:46][CH:45]=2)[CH2:40][CH2:39]1)=[O:37])([CH3:34])([CH3:33])[CH3:32].[Li+].C(=O)([O-])[O-].[NH4+].[NH4+]>C1COCC1.CN(C=O)C>[NH2:2][C:66](=[O:68])[CH2:65][C:60]1[CH:61]=[CH:62][CH:63]=[CH:64][C:59]=1[CH2:58][CH2:57][C:55]1[C:54]([C:69]([F:72])([F:71])[F:70])=[CH:53][N:52]=[C:51]([NH:50][C:47]2[CH:48]=[CH:49][C:44]([CH:41]3[CH2:40][CH2:39][N:38]([C:36]([O:35][C:31]([CH3:33])([CH3:32])[CH3:34])=[O:37])[CH2:43][CH2:42]3)=[CH:45][CH:46]=2)[N:56]=1 |f:3.4,5.6.7|. Solvent: C1CCOC1 (THF), CN(C)C=O (DMF). Reactants: COC1=NC2=C(C=C(C=C2C=C1)C1=CC=C(C=C1)C(=O)OC)C (2-methoxy-8-methyl-6-(4-methoxycarbonylphenyl)quinoline), Cl (HCl). Yields the product CC=1C=C(C=C2C=CC(NC12)=O)C1=CC=C(C=C1)C(=O)OC (8-Methyl-6-[4-methoxycarbonylphenyl]-2-(1H)-quinolone). Reaction SMILES: C[O:2][C:3]1[CH:12]=[CH:11][C:10]2[C:5](=[C:6]([CH3:23])[CH:7]=[C:8]([C:13]3[CH:18]=[CH:17][C:16]([C:19]([O:21][CH3:22])=[O:20])=[CH:15][CH:14]=3)[CH:9]=2)[N:4]=1.Cl>>[CH3:23][C:6]1[CH:7]=[C:8]([C:13]2[CH:18]=[CH:17][C:16]([C:19]([O:21][CH3:22])=[O:20])=[CH:15][CH:14]=2)[CH:9]=[C:10]2[C:5]=1[NH:4][C:3](=[O:2])[CH:12]=[CH:11]2. Procedure details: 0.5H2O, m.p. 293°, was prepared similarly to Example 13(A) using 2-methoxy-8-methyl-6-(4-methoxycarbonylphenyl)quinoline and 5M HCl. The reactants are ClC(Cl)(Cl)Cl, Cc1ccccc1C#N. Product: N#Cc1ccccc1C(Cl)(Cl)Cl. Reaction SMILES: [C:10]([Cl:11])([Cl:12])([Cl:13])[Cl:14].[c:1]1([CH3:9])[c:2]([C:7]#[N:8])[cH:3][cH:4][cH:5][cH:6]1>>[c:1]1([C:10]([Cl:11])([Cl:12])[Cl:14])[c:2]([C:7]#[N:8])[cH:3][cH:4][cH:5][cH:6]1.